From a dataset of the Open Reaction Database (ORD), a public repository of structured organic reaction records. describe an organic reaction: reactants, conditions, products, and yield Starting materials: CC#N, CCOCC, O=C(F)c1ccc(OC(F)(F)F)cc1, [N-]=[N+]=[N-], [Na+]. Product: [N-]=[N+]=NC(=O)c1ccc(OC(F)(F)F)cc1. As a reaction SMILES: [CH3:19][C:20]#[N:21].[CH3:22][CH2:23][O:24][CH2:25][CH3:26].[F:1][C:2]([O:3][c:4]1[cH:5][cH:6][c:7]([C:8](=[O:9])[F:10])[cH:11][cH:12]1)([F:13])[F:14].[N-:16]=[N+:17]=[N-:18].[Na+:15]>>[F:1][C:2]([O:3][c:4]1[cH:5][cH:6][c:7]([C:8](=[O:9])[N:16]=[N+:17]=[N-:18])[cH:11][cH:12]1)([F:13])[F:14]. Reactants: ClC1=CC=C(C=C1)C1(CC1)CN1CC(CCC1)COS(=O)(=O)C (methanesulfonic acid 1-[1-(4-chloro-phenyl)-cyclopropylmethyl]-piperidin-3-ylmethyl ester), COC1=C(C=CC=C1)N1CCNCC1 (1-(2-methoxy-phenyl)-piperazine), C([O-])([O-])=O.[K+].[K+] (potassium carbonate). Run in O (water), C(C)#N (acetonitrile). Product: ClC1=CC=C(C=C1)C1(CC1)CN1CC(CCC1)CN1CCN(CC1)C1=C(C=CC=C1)OC (1-{1-[1-(4-Choro-phenyl)-cyclopropylmethyl]-piperidin-3ylmethyl}-4-(2-methoxy-phenyl)-piperazine). The yield is 54.8%. Reaction SMILES: [Cl:1][C:2]1[CH:7]=[CH:6][C:5]([C:8]2([CH2:11][N:12]3[CH2:17][CH2:16][CH2:15][CH:14]([CH2:18]OS(C)(=O)=O)[CH2:13]3)[CH2:10][CH2:9]2)=[CH:4][CH:3]=1.[CH3:24][O:25][C:26]1[CH:31]=[CH:30][CH:29]=[CH:28][C:27]=1[N:32]1[CH2:37][CH2:36][NH:35][CH2:34][CH2:33]1.C(=O)([O-])[O-].[K+].[K+]>C(#N)C.O>[Cl:1][C:2]1[CH:3]=[CH:4][C:5]([C:8]2([CH2:11][N:12]3[CH2:17][CH2:16][CH2:15][CH:14]([CH2:18][N:35]4[CH2:34][CH2:33][N:32]([C:27]5[CH:28]=[CH:29][CH:30]=[CH:31][C:26]=5[O:25][CH3:24])[CH2:37][CH2:36]4)[CH2:13]3)[CH2:9][CH2:10]2)=[CH:6][CH:7]=1 |f:2.3.4|. Reported procedure: To a solution of methanesulfonic acid 1-[1-(4-chloro-phenyl)-cyclopropylmethyl]-piperidin-3-ylmethyl ester (2.94 g, 8.20 mmol) in acetonitrile (40.0 mL) at room temperature was added 1-(2-methoxy-phenyl)-piperazine (1.58 g, 8.20 mmol) followed by potassium carbonate (13.35 g, 41.0 mmol). The reaction mixture was refluxed overnight. After cooling down to room temperature the reaction mixture was diluted with water and extracted with EtOAc (3×50 mL). The combined organic layers were dried over sod... The reactants are CC(=O)O, Cl, CCOC(=O)c1cnc2c3c(N)ccc(Br)c3ccn2c1=O, O. Yields the product Nc1ccc(Br)c2ccn3c(=O)c(C(=O)O)cnc3c12. Reaction SMILES: [CH3:23][C:24](=[O:25])[OH:26].[ClH:27].[NH2:1][c:2]1[cH:3][cH:4][c:5]([Br:22])[c:6]2[cH:7][cH:8][n:9]3[c:10]([c:11]12)[n:12][cH:13][c:14]([C:17](=[O:18])[O:19][CH2:20][CH3:21])[c:15]3=[O:16].[OH2:28]>>[NH2:1][c:2]1[cH:3][cH:4][c:5]([Br:22])[c:6]2[cH:7][cH:8][n:9]3[c:10]([c:11]12)[n:12][cH:13][c:14]([C:17](=[O:18])[OH:19])[c:15]3=[O:16]. Reactants: CC=1SC(=CC1)C (2,5-dimethylthiophene), COCCl (chloromethyl methyl ether), ice water. Solvent: C(C)(=O)O (acetic acid). Conditions: time 5 hour. The product is ClCC1=C(SC(=C1)C)C (3-chloromethyl-2,5-dimethylthiophene). Reaction SMILES: [CH3:1][C:2]1[S:3][C:4]([CH3:7])=[CH:5][CH:6]=1.CO[CH2:10][Cl:11]>C(O)(=O)C>[Cl:11][CH2:10][C:6]1[CH:5]=[C:4]([CH3:7])[S:3][C:2]=1[CH3:1]. Procedure details: 36.4 G., 0.325 mol. of 2,5-dimethylthiophene, 24.7 g. (0.307 mol) of freshly distilled chloromethyl methyl ether (b.p. 58°-60° C.) and 87.0 g. of glacial acetic acid were combined in a glass pressure bomb and stirred at room temperature for 5 hours. After 0.5 to 1 hr. an exothermic reaction took place. The reaction mixture was cooled externally in an ice bath so that the reaction temperature did not exceed 35° C. The color of the mixture changed from green to blue. The resulting solution was pou... Reactants: [H-].[Na+] (sodium hydride), FC1=CC=C(C=C1)C1=NC(=NC(=C1/C=C/C=O)C)C ((E)-3-[4-(4-fluorophenyl)-2,6-dimethyl-5-pyrimidinyl]-2-propenal), C(CC(=O)C)(=O)OCC (ethyl acetoacetate), C(CCC)[Li] (n-butyl lithium). RXN SMILES: [C:1]([O:7][CH2:8][CH3:9])(=[O:6])[CH2:2][C:3]([CH3:5])=[O:4].[H-].[Na+].C([Li])CCC.[F:17][C:18]1[CH:23]=[CH:22][C:21]([C:24]2[C:29](/[CH:30]=[CH:31]/[CH:32]=[O:33])=[C:28]([CH3:34])[N:27]=[C:26]([CH3:35])[N:25]=2)=[CH:20][CH:19]=1>O1CCCC1>[F:17][C:18]1[CH:19]=[CH:20][C:21]([C:24]2[C:29]([CH:30]=[CH:31][CH:32]([OH:33])[CH2:5][C:3](=[O:4])[CH2:2][C:1]([O:7][CH2:8][CH3:9])=[O:6])=[C:28]([CH3:34])[N:27]=[C:26]([CH3:35])[N:25]=2)=[CH:22][CH:23]=1 |f:1.2|. Procedure: A solution of ethyl acetoacetate (11.65 mL, 0.0914 mol) in 50 mL of anhydrous tetrahydrofuran was added dropwise with stirring to a suspensionof sodium hydride (2.39 g, 0.0992 mol) in anhydrous tetrahydrofuran at 0° C. under nitrogen. The resulting mixture was stirred at 0° C. for ten minutes, after which n-butyl lithium (38.1 mL, 2.4M solution in tetrahydrofuran, 0.0914 mol) was added dropwise. The resultingorange solution was stirred for an additional ten minutes and then cooled to -78° C. A s... Product: FC1=CC=C(C=C1)C1=NC(=NC(=C1C=CC(CC(CC(=O)OCC)=O)O)C)C (7-[4-(4-fluorophenyl)-2,6-dimethyl-5-pyrimidinyl]-5-hydroxy-3-oxo-6-heptenoic acid, ethyl ester). Conditions: temperature 0 celsius. Run in O1CCCC1 (tetrahydrofuran), O1CCCC1 (tetrahydrofuran), O1CCCC1 (tetrahydrofuran). Reactants: C=C(C)COc1cc(C(=O)OC)ccc1Br, CCCC[SnH](CCCC)CCCC, CC(C)(C#N)N=NC(C)(C)C#N, c1ccccc1. Yields the product COC(=O)c1ccc2c(c1)OCC2(C)C. As a reaction SMILES: [Br:1][c:2]1[c:3]([O:12][CH2:13][C:14](=[CH2:15])[CH3:16])[cH:4][c:5]([C:6](=[O:7])[O:8][CH3:9])[cH:10][cH:11]1.[CH2:17]([SnH:18]([CH2:19][CH2:20][CH2:21][CH3:22])[CH2:23][CH2:24][CH2:25][CH3:26])[CH2:27][CH2:28][CH3:29].[N:30]#[C:31][C:32]([N:33]=[N:34][C:35]([C:36]#[N:37])([CH3:38])[CH3:39])([CH3:40])[CH3:41].[cH:42]1[cH:43][cH:44][cH:45][cH:46][cH:47]1>>[c:2]12[c:3]([cH:4][c:5]([C:6](=[O:7])[O:8][CH3:9])[cH:10][cH:11]1)[O:12][CH2:13][C:14]2([CH3:15])[CH3:16]. The reactants are C[Li] (methyllithium), C(C)(C)(C)B(OC(C)C)OC(C)C (tert-butyldiisopropoxyborane), [B] (boron). Yields the product C(C)(C)(C)B(OC(C)C)C (tert-Butylmethylisopropoxyborane). RXN SMILES: [CH3:1][Li].[C:3]([B:7](OC(C)C)[O:8][CH:9]([CH3:11])[CH3:10])([CH3:6])([CH3:5])[CH3:4].[B]>>[C:3]([B:7]([CH3:1])[O:8][CH:9]([CH3:11])[CH3:10])([CH3:6])([CH3:5])[CH3:4]. Procedure details: The reaction was run following the procedure described in Example 1 using methyllithium (38.4 mmol, 24.6 mL) and tert-butyldiisopropoxyborane (7.15 g, 38.3 mmol). Volatiles were removed at atmospheric pressure and the product distilled to yield 3.9 g (27.5 mmol, 73%), bp 90°-92° C. (741 mm Hg); proton NMR (CDCl3) δ4.30 (septet, J=18 Hz, 1H), 1.15 (d, J=18 Hz, 6H), 0.83 (s, 9H), 0.30 (brs, 3H); boron NMR (neat) δ+52.9 ppm (s). The reactants are CCCCCCCCCCCCCOc1ccc(CNc2ccc(C(=O)OCC)cc2)cc1, CCO, CC(=O)O, [K+], [OH-], O, O. Yields the product CCCCCCCCCCCCCOc1ccc(CNc2ccc(C(=O)O)cc2)cc1. As a reaction SMILES: [CH2:1]([CH2:2][CH2:3][CH2:4][CH2:5][CH2:6][CH2:7][CH2:8][CH2:9][CH2:10][CH2:11][CH2:12][CH3:13])[O:14][c:15]1[cH:16][cH:17][c:18]([CH2:19][NH:20][c:21]2[cH:22][cH:23][c:24]([C:25](=[O:26])[O:27][CH2:28][CH3:29])[cH:30][cH:31]2)[cH:32][cH:33]1.[CH2:37]([OH:38])[CH3:39].[CH3:40][C:41](=[O:42])[OH:43].[K+:35].[OH-:34].[OH2:36].[OH2:44]>>[CH2:1]([CH2:2][CH2:3][CH2:4][CH2:5][CH2:6][CH2:7][CH2:8][CH2:9][CH2:10][CH2:11][CH2:12][CH3:13])[O:14][c:15]1[cH:16][cH:17][c:18]([CH2:19][NH:20][c:21]2[cH:22][cH:23][c:24]([C:25](=[O:26])[OH:27])[cH:30][cH:31]2)[cH:32][cH:33]1.